Dataset: the Open Reaction Database (ORD), a public repository of structured organic reaction records. Task: describe an organic reaction: reactants, conditions, products, and yield Reactants: CCCC=CC(=O)OCC, CC(NCc1ccccc1)c1ccccc1, C1CCOC1, [Li]CCCC, [Cl-], [NH4+]. The product is CCCC(CC(=O)OCC)N(Cc1ccccc1)C(C)c1ccccc1. RXN SMILES: [C:22]([CH:23]=[CH:24][CH2:25][CH2:26][CH3:27])(=[O:28])[O:29][CH2:30][CH3:31].[CH2:1]([c:2]1[cH:3][cH:4][cH:5][cH:6][cH:7]1)[NH:8][CH:9]([c:10]1[cH:11][cH:12][cH:13][cH:14][cH:15]1)[CH3:16].[CH2:34]1[O:35][CH2:36][CH2:37][CH2:38]1.[CH3:17][CH2:18][CH2:19][CH2:20][Li:21].[Cl-:32].[NH4+:33]>>[CH2:1]([c:2]1[cH:3][cH:4][cH:5][cH:6][cH:7]1)[N:8]([CH:9]([c:10]1[cH:11][cH:12][cH:13][cH:14][cH:15]1)[CH3:16])[CH:24]([CH2:23][C:22](=[O:28])[O:29][CH2:30][CH3:31])[CH2:25][CH2:26][CH3:27].